This data is from the Open Reaction Database (ORD), a public repository of structured organic reaction records. The task is: describe an organic reaction: reactants, conditions, products, and yield The reactants are CC(C)C(NC(=O)OC(C)(C)C)C(=O)OCCC(NC(=O)C1SCCN1S(=O)(=O)c1ccc(-c2ccccc2F)cc1)c1c(F)cccc1F, C1CCOC1, CS(=O)(=O)O, ClCCl, Cl, C1COCCO1. Product: CC(C)C(N)C(=O)OCCC(NC(=O)C1SCCN1S(=O)(=O)c1ccc(-c2ccccc2F)cc1)c1c(F)cccc1F. As a reaction SMILES: [C:1]([O:2][C:3](=[O:4])[NH:8][CH:9]([CH:10]([CH3:11])[CH3:12])[C:13](=[O:14])[O:15][CH2:16][CH2:17][CH:18]([NH:19][C:20](=[O:21])[CH:22]1[S:23][CH2:24][CH2:25][N:26]1[S:27](=[O:28])(=[O:29])[c:30]1[cH:31][cH:32][c:33](-[c:36]2[c:37]([F:42])[cH:38][cH:39][cH:40][cH:41]2)[cH:34][cH:35]1)[c:43]1[c:44]([F:50])[cH:45][cH:46][cH:47][c:48]1[F:49])([CH3:5])([CH3:6])[CH3:7].[CH2:66]1[O:67][CH2:68][CH2:69][CH2:70]1.[CH3:51][S:52](=[O:53])(=[O:54])[OH:55].[Cl:56][CH2:57][Cl:58].[ClH:59].[O:60]1[CH2:61][CH2:62][O:63][CH2:64][CH2:65]1>>[NH2:8][CH:9]([CH:10]([CH3:11])[CH3:12])[C:13](=[O:14])[O:15][CH2:16][CH2:17][CH:18]([NH:19][C:20](=[O:21])[CH:22]1[S:23][CH2:24][CH2:25][N:26]1[S:27](=[O:28])(=[O:29])[c:30]1[cH:31][cH:32][c:33](-[c:36]2[c:37]([F:42])[cH:38][cH:39][cH:40][cH:41]2)[cH:34][cH:35]1)[c:43]1[c:44]([F:50])[cH:45][cH:46][cH:47][c:48]1[F:49]. Starting materials: CC(=O)C (acetone), C1(=CC=CC=C1)C(C1=CC=CC=C1)(C1=CC=CC=C1)NC1[C@@H]2N(C(C(S2)(C)C)C2=NN=NN2)C1=O (6-triphenylmethylamino-2,2-dimethyl-3-(5-tetrazolyl)penam), O.C1(=CC=C(C=C1)S(=O)(=O)O)C (p-toluenesulfonic acid monohydrate). Run in CCOCC (ether), CCOCC (ether). Reaction conditions: time 10 minute. Yields the product NC1[C@@H]2N(C(C(S2)(C)C)C2=NN=NN2)C1=O (6-amino-2,2-dimethyl-3-(5-tetrazolyl)penam). Reaction SMILES: CC(C)=O.C1(C([NH:24][CH:25]2[C:38](=[O:39])[N:27]3[CH:28]([C:33]4[NH:37][N:36]=[N:35][N:34]=4)[C:29]([CH3:32])([CH3:31])[S:30][C@H:26]23)(C2C=CC=CC=2)C2C=CC=CC=2)C=CC=CC=1.O.C1(C)C=CC(S(O)(=O)=O)=CC=1>CCOCC>[NH2:24][CH:25]1[C:38](=[O:39])[N:27]2[CH:28]([C:33]3[NH:34][N:35]=[N:36][N:37]=3)[C:29]([CH3:31])([CH3:32])[S:30][C@H:26]12 |f:2.3|. Procedure details: To a slurry of dry acetone (5 ml.) and 6-triphenylmethylamino-2,2-dimethyl-3-(5-tetrazolyl)penam (483 mg., 1.0 mmole) at room temperature is added p-toluenesulfonic acid monohydrate (209 mg., 1.1 mmole). The resulting solution is stirred for 10 minutes, and then ether (30 ml.) is added over a five minute period. The mixture is stirred for ten minutes after which the solvent is decanted from the residue. The residue is dissolved in tetrahydrofuran (30 ml.) and placed on a column (300 × 6 mm.) pac...